Task: describe an organic reaction: reactants, conditions, products, and yield. Dataset: the Open Reaction Database (ORD), a public repository of structured organic reaction records Reactants: ClCl (chlorine), OC1=CC=2C(C3=CC=CC=C3NC2C=C1)=O (2-Hydroxyacridone). Run in C(C)(=O)O (acetic acid), C(C)(=O)O (acetic acid). Reaction conditions: temperature 15 celsius, time 8 hour. Product: ClC1=C(C=CC=2NC3=CC=CC=C3C(C12)=O)O (chloro-2-hydroxyacridone). RXN SMILES: [OH:1][C:2]1[CH:15]=[CH:14][C:13]2[NH:12][C:11]3[C:6](=[CH:7][CH:8]=[CH:9][CH:10]=3)[C:5](=[O:16])[C:4]=2[CH:3]=1.[Cl:17]Cl>C(O)(=O)C>[Cl:17][C:3]1[C:4]2[C:5](=[O:16])[C:6]3[C:11](=[CH:10][CH:9]=[CH:8][CH:7]=3)[NH:12][C:13]=2[CH:14]=[CH:15][C:2]=1[OH:1]. Procedure: 2-Hydroxyacridone (3.17 grams; 0.015 mole) and acetic acid were charged into a glass reaction vessel equipped with a stirrer and thermometer. The mixture was cooled to 15° C. and a solution of chlorine (0.015 mole) in acetic acid (2.5 ml) was added dropwise with stirring. After the addition was completed stirring was continued at room temperature overnight. After this time the reaction mixture was filtered to recover product. The product was then washed, dried and dissolved in tetrahydrofuran (5...